This data is from the Open Reaction Database (ORD), a public repository of structured organic reaction records. The task is: describe an organic reaction: reactants, conditions, products, and yield Reactants: C(=CC1=CC=CC=C1)C1CCN(CC1)C(=O)OCC (ethyl 4-styrylpiperidine-1carboxylate). The reagents and catalysts are [Pd] (palladium-on-carbon). The solvent is C(C)(=O)OCC (ethyl acetate). Yields the product C1(=CC=CC=C1)CCC1CCN(CC1)C(=O)OCC (ethyl 4-(2-phenylethyl)piperidine-1-carboxylate). Isolated yield 99.2%. Reaction SMILES: [CH:1]([CH:9]1[CH2:14][CH2:13][N:12]([C:15]([O:17][CH2:18][CH3:19])=[O:16])[CH2:11][CH2:10]1)=[CH:2][C:3]1[CH:8]=[CH:7][CH:6]=[CH:5][CH:4]=1>C(OCC)(=O)C.[Pd]>[C:3]1([CH2:2][CH2:1][CH:9]2[CH2:10][CH2:11][N:12]([C:15]([O:17][CH2:18][CH3:19])=[O:16])[CH2:13][CH2:14]2)[CH:8]=[CH:7][CH:6]=[CH:5][CH:4]=1. Procedure details: A mixture of 0.80 g of ethyl 4-styrylpiperidine-1carboxylate and 80 mg of 10% palladium-on-carbon in ethyl acetate (40 ml) was subjected to catalytic reduction at room temperature until stopping of hydrogen absorption. The catalyst was filtered off, and the filtrate was concentrated under reduced pressure to give 0.80 g of ethyl 4-(2-phenylethyl)piperidine-1-carboxylate. Reactants: CCCCO, Nc1ccc(Cl)cc1, CC(=O)Nc1ccc2c(Cc3ccncc3)nnc(Cl)c2c1. Yields the product Cl, CC(=O)Nc1ccc2c(Cc3ccncc3)nnc(Nc3ccc(Cl)cc3)c2c1. As a reaction SMILES: [CH2:31]([OH:32])[CH2:33][CH2:34][CH3:35].[NH2:23][c:24]1[cH:25][cH:26][c:27]([Cl:28])[cH:29][cH:30]1.[NH:1]([C:2](=[O:3])[CH3:4])[c:5]1[cH:6][cH:7][c:8]2[c:9]([CH2:16][c:17]3[cH:18][cH:19][n:20][cH:21][cH:22]3)[n:10][n:11][c:12]([Cl:15])[c:13]2[cH:14]1>>[ClH:15].[NH:1]([C:2](=[O:3])[CH3:4])[c:5]1[cH:6][cH:7][c:8]2[c:9]([CH2:16][c:17]3[cH:18][cH:19][n:20][cH:21][cH:22]3)[n:10][n:11][c:12]([NH:23][c:24]3[cH:25][cH:26][c:27]([Cl:28])[cH:29][cH:30]3)[c:13]2[cH:14]1. Starting materials: C(C1=CC=CC=C1)C=CCCCCC.CCOCC (Benzylheptene ether), C(C)(=O)O (acetic acid), O (water). Solvent: C1CCOC1 (THF). Yields the product C(=CCCCCC)(O)O (Heptene diol). RXN SMILES: [CH2:1]([CH:8]=[CH:9]CCCCC)[C:2]1C=CC=C[CH:3]=1.CCOCC.[C:20]([OH:23])(=[O:22])[CH3:21].O>C1COCC1>[C:20]([OH:23])([OH:22])=[CH:21][CH2:3][CH2:2][CH2:1][CH2:8][CH3:9] |f:0.1|. Procedure: A solution of the benzyl ether 4, 80 ml of acetic acid and 20 ml of water in 50 ml of THF was stirred at 70° C. overnight. The solution was then concentrated under vacuum and the residue purified by chromatography over silica gel (3 EtOAc: 2 hexanes) to provide the title compound. RXN SMILES: Cl[C:2]1[C:7]([NH:8][C:9]([C:11]2[C:12]([NH:17][CH2:18][C:19]3[CH:24]=[CH:23][C:22]([O:25][CH3:26])=[CH:21][CH:20]=3)=[N:13][CH:14]=[CH:15][CH:16]=2)=[O:10])=[CH:6][CH:5]=[CH:4][N:3]=1.[H-].[Na+].CO.O1CCCC1>O1CCOCC1.C(O)(=O)C>[CH3:26][O:25][C:22]1[CH:23]=[CH:24][C:19]([CH2:18][N:17]2[C:12]3[N:13]=[CH:14][CH:15]=[CH:16][C:11]=3[C:9](=[O:10])[NH:8][C:7]3[CH:6]=[CH:5][CH:4]=[N:3][C:2]2=3)=[CH:20][CH:21]=1 |f:1.2|. Procedure details: 16.7 g (0.0453 mol) of the product obtained in step b) were dissolved in 150 ml of absolute dioxane, and the resulting solution was admixed with 6.7 g (0.14 mol) of a 50% dispersion of sodium hydride in mineral oil. Thereafter, the mixture--while protected against the external atmosphere by a low flow of nitrogen--was refluxed until no starting material could be detected by TLC. The surplus of sodium hydride was decomposed by cautious addition of 10 ml of a mixture of methanol and tetrahydrofura... Run in C(C)(=O)O (acetic acid), O1CCOCC1 (dioxane). Product: COC1=CC=C(C=C1)CN1C2=C(NC(C3=C1N=CC=C3)=O)C=CC=N2 (5,11-Dihydro-11-[(4-methoxyphenyl)methyl]-6H-dipyrido[3,2-b:2',3'-e][1,4]diazepin-6-one). The reactants are ClC1=NC=CC=C1NC(=O)C=1C(=NC=CC1)NCC1=CC=C(C=C1)OC (N-(2-Chloro-3-pyridinyl)-2-[[(4-methoxyphenyl)methyl]amino]-3-pyridinecarboxamide), [H-].[Na+] (sodium hydride), mixture, CO (methanol), O1CCCC1 (tetrahydrofuran), [H-].[Na+] (sodium hydride). Reactants: C1(CCCCC1)[C@@H](C(NC)=O)NC(=O)C=1OC(=CC1)C1=NC=C(C=C1)O (5-(5-hydroxy-pyridin-2-yl)-furan-2-carboxylic acid ((S)-cyclohexyl-methylcarbamoyl-methyl)-amide), N1=C(C=CC=C1)CO (2-pyridine methanol), C1=CC=C(C=C1)P(C2=CC=CC=C2)C3=CC=CC=C3 (PPh3), CC(C)OC(=O)/N=N/C(=O)OC(C)C (DIAD). The solvent is C1CCOC1 (THF), C1CCOC1 (THF). Conditions: time 19 hour. Product: C1(CCCCC1)[C@@H](C(NC)=O)NC(=O)C=1OC(=CC1)C1=NC=C(C=C1)OCC=1C=NC=CC1 (5-[5-(Pyridin-3-ylmethoxy)-pyridin-2-yl]-furan-2-carboxylic acid ((S)-cyclohexyl-methylcarbamoyl-methyl)-amide). The yield is 34.2%. RXN SMILES: [CH:1]1([C@H:7]([NH:12][C:13]([C:15]2[O:16][C:17]([C:20]3[CH:25]=[CH:24][C:23]([OH:26])=[CH:22][N:21]=3)=[CH:18][CH:19]=2)=[O:14])[C:8](=[O:11])[NH:9][CH3:10])[CH2:6][CH2:5][CH2:4][CH2:3][CH2:2]1.[N:27]1[CH:32]=[CH:31][CH:30]=[CH:29][C:28]=1CO.[CH:35]1C=CC(P(C2C=CC=CC=2)C2C=CC=CC=2)=CC=1.CC(OC(/N=N/C(OC(C)C)=O)=O)C>C1COCC1>[CH:1]1([C@H:7]([NH:12][C:13]([C:15]2[O:16][C:17]([C:20]3[CH:25]=[CH:24][C:23]([O:26][CH2:35][C:31]4[CH:32]=[N:27][CH:28]=[CH:29][CH:30]=4)=[CH:22][N:21]=3)=[CH:18][CH:19]=2)=[O:14])[C:8](=[O:11])[NH:9][CH3:10])[CH2:6][CH2:5][CH2:4][CH2:3][CH2:2]1. Procedure: To a solution of 5-(5-hydroxy-pyridin-2-yl)-furan-2-carboxylic acid ((S)-cyclohexyl-methylcarbamoyl-methyl)-amide (170 mg, 0.47 mmol.), 2-pyridine methanol (103 mg, 0.95 mmol) and PPh3 (supported on polystyrene resin, 320 mg 0.95 mmol) in THF (2 mL) is added DIAD (0.18 mL, 0.95 mmol) dropwise at 0° C. under argon. The mixture is allowed to warm to room temperature, stirred for 19 hours, diluted with THF, and filtered through celite. The filtrate is evaporated in vacuo, and the crude material is ... Starting materials: C(C1=CC=CC=C1)[C@H]1NC(OC1)=O ((R)-4-benzyl-2-oxazolidinone), C(=O)([O-])[O-].[K+].[K+] (K2CO3), CN[C@H]1[C@@H](CCCC1)NC (Racemic trans-N,N′-dimethyl-1,2-cyclohexanediamine), IC1=CC=CC=C1 (iodobenzene). The reagents and catalysts are [Cu]I (CuI). Run in C1(=CC=CC=C1)C (toluene). Reaction conditions: temperature 80 celsius, time 24 hour. Yields the product C(C1=CC=CC=C1)[C@H]1N(C(OC1)=O)C1=CC=CC=C1 ((R)-4-Benzyl-3-phenyl-2-oxazolidinone). The yield is 921.2%. Reaction SMILES: [CH2:1]([C@@H:8]1[CH2:12][O:11][C:10](=[O:13])[NH:9]1)[C:2]1[CH:7]=[CH:6][CH:5]=[CH:4][CH:3]=1.C([O-])([O-])=O.[K+].[K+].CN[C@@H:22]1[CH2:27][CH2:26][CH2:25][CH2:24][C@H:23]1NC.IC1C=CC=CC=1>[Cu]I.C1(C)C=CC=CC=1>[CH2:1]([C@@H:8]1[CH2:12][O:11][C:10](=[O:13])[N:9]1[C:22]1[CH:27]=[CH:26][CH:25]=[CH:24][CH:23]=1)[C:2]1[CH:3]=[CH:4][CH:5]=[CH:6][CH:7]=1 |f:1.2.3|. Procedure: A 15 mL resealable Schlenk tube was charged with CuI (9.6 mg, 0.0504 mmol, 5.0 mol %), (R)-4-benzyl-2-oxazolidinone (215 mg, 1.21 mmol), K2CO3 (280 mg, 2.03 mmol), evacuated and backfilled with argon. Racemic trans-N,N′-dimethyl-1,2-cyclohexanediamine (16 μL, 0.102 mmol, 10 mol %), iodobenzene (106 μL, 0.947 mmol) and toluene (1.0 mL) were added under argon. The Schlenk tube was sealed with a Teflon valve and the reaction mixture was stirred at 80° C. for 24 h. The resulting pale blue suspension... Starting materials: C(C)O (ethanol), C(C)O (ethanol), C(C)(=O)O (acetic acid), CC1=CC2=C(N=C(N=C2C2=C(C=CC=C2)[N+](=O)[O-])N2CCNCC2)S1 (6-methyl-4-(2-nitrophenyl)-2-piperazinyl-thieno[2,3-d]pyrimidine). Reagents/catalysts: [Fe] (iron). Run in O (water), O (water). The product is NC1=C(C=CC=C1)C=1C2=C(N=C(N1)N1CCNCC1)SC(=C2)C (4-(2-AMINOPHENYL)-6-METHYL-2-PIPERAZINYL-THIENO[2,3-d]PYRIMIDINE). The yield is 81.3%. Reaction SMILES: C(O)C.C(O)(=O)C.[CH3:8][C:9]1[S:32][C:12]2[N:13]=[C:14]([N:26]3[CH2:31][CH2:30][NH:29][CH2:28][CH2:27]3)[N:15]=[C:16]([C:17]3[CH:22]=[CH:21][CH:20]=[CH:19][C:18]=3[N+:23]([O-])=O)[C:11]=2[CH:10]=1>[Fe].O>[NH2:23][C:18]1[CH:19]=[CH:20][CH:21]=[CH:22][C:17]=1[C:16]1[C:11]2[CH:10]=[C:9]([CH3:8])[S:32][C:12]=2[N:13]=[C:14]([N:26]2[CH2:27][CH2:28][NH:29][CH2:30][CH2:31]2)[N:15]=1. Reported procedure: Into a mixed solvent of 8 ml of ethanol, 3.5 ml of water and 4 ml of acetic acid, 1.25 g of 6-methyl-4-(2-nitrophenyl)-2-piperazinyl-thieno[2,3-d]pyrimidine is dissolved, and 1.5 g of iron powder is gradually added at 90° C. over one hour. After the reaction at 90° C. further for 20 minutes, 25 ml of ethanol and 6 ml of water are added. The reaction mixture is filtered by a Celite layer. The Celite layer is washed with hot ethanol and the washings and the filtrate are combined and distilled off ...